This data is from the Open Reaction Database (ORD), a public repository of structured organic reaction records. The task is: describe an organic reaction: reactants, conditions, products, and yield Reactants: C1CCNCC1, CCO, COC(=O)Nc1ccc(C=O)cc1, N#CCC#N. The product is COC(=O)Nc1ccc(C=C(C#N)C#N)cc1. As a reaction SMILES: [CH2:19]1[CH2:20][CH2:21][NH:22][CH2:23][CH2:24]1.[CH3:25][CH2:26][OH:27].[CH:1](=[O:2])[c:3]1[cH:4][cH:5][c:6]([NH:9][C:10]([O:11][CH3:12])=[O:13])[cH:7][cH:8]1.[N:14]#[C:15][CH2:16][C:17]#[N:18]>>[CH:1]([c:3]1[cH:4][cH:5][c:6]([NH:9][C:10]([O:11][CH3:12])=[O:13])[cH:7][cH:8]1)=[C:16]([C:15]#[N:14])[C:17]#[N:18]. The reactants are CC(C)C[AlH]CC(C)C, [Cl-], CCOC(=O)c1nnc(-c2ccccc2)n1-c1c(Cl)c(Cl)cc2nc(OC)c(OC)nc12, ClCCl, [NH4+], O. Yields the product COc1nc2cc(Cl)c(Cl)c(-n3c(CO)nnc3-c3ccccc3)c2nc1OC. RXN SMILES: [CH3:1][CH:2]([CH2:3][AlH:4][CH2:5][CH:6]([CH3:7])[CH3:8])[CH3:9].[Cl-:42].[Cl:10][c:11]1[c:12](-[n:26]2[c:27]([C:37](=[O:38])[O:39][CH2:40][CH3:41])[n:28][n:29][c:30]2-[c:31]2[cH:32][cH:33][cH:34][cH:35][cH:36]2)[c:13]2[n:14][c:15]([O:24][CH3:25])[c:16]([O:22][CH3:23])[n:17][c:18]2[cH:19][c:20]1[Cl:21].[Cl:45][CH2:46][Cl:47].[NH4+:43].[OH2:44]>>[Cl:10][c:11]1[c:12](-[n:26]2[c:27]([CH2:37][OH:38])[n:28][n:29][c:30]2-[c:31]2[cH:32][cH:33][cH:34][cH:35][cH:36]2)[c:13]2[n:14][c:15]([O:24][CH3:25])[c:16]([O:22][CH3:23])[n:17][c:18]2[cH:19][c:20]1[Cl:21]. Reactants: CCS, Cl, [H-], [Na+], CN(C)C=O, COc1ccc(Sc2sc(S(N)(=O)=O)cc2C(C)O)cc1. Product: CC(O)c1cc(S(N)(=O)=O)sc1Sc1ccc(O)cc1. As a reaction SMILES: [CH2:1]([SH:2])[CH3:3].[ClH:27].[H-:5].[Na+:4].[O:28]=[CH:29][N:30]([CH3:31])[CH3:32].[OH:6][CH:7]([CH3:8])[c:9]1[cH:10][c:11]([S:23](=[O:24])(=[O:25])[NH2:26])[s:12][c:13]1[S:14][c:15]1[cH:16][cH:17][c:18]([O:21][CH3:22])[cH:19][cH:20]1>>[OH:6][CH:7]([CH3:8])[c:9]1[cH:10][c:11]([S:23](=[O:24])(=[O:25])[NH2:26])[s:12][c:13]1[S:14][c:15]1[cH:16][cH:17][c:18]([OH:21])[cH:19][cH:20]1. The reactants are ClC1=C(C=CC(=C1)F)C1=C(C=C(S1)C(=O)OC)C1=CC=C(C=C1)OCCCOC1OCCCC1 (Methyl 5-(2-chloro-4-fluorophenyl)-4-{4-[3-(tetrahydro-2H-pyran-2-yloxy)propoxy]phenyl}thiophene-2-carboxylate), [OH-].[Na+] (sodium hydroxide), CO (methanol). Solvent: O (water). The product is ClC1=C(C=CC(=C1)F)C1=C(C=C(S1)C(=O)O)C1=CC=C(C=C1)OCCCOC1OCCCC1 (5-(2-Chloro-4-fluorophenyl)-4-{4-[3-(tetrahydro-2H-pyran-2-yloxy)propoxy]phenyl}thiophene-2-carboxylic acid). Reaction SMILES: [Cl:1][C:2]1[CH:7]=[C:6]([F:8])[CH:5]=[CH:4][C:3]=1[C:9]1[S:13][C:12]([C:14]([O:16]C)=[O:15])=[CH:11][C:10]=1[C:18]1[CH:23]=[CH:22][C:21]([O:24][CH2:25][CH2:26][CH2:27][O:28][CH:29]2[CH2:34][CH2:33][CH2:32][CH2:31][O:30]2)=[CH:20][CH:19]=1.[OH-].[Na+].CO>O>[Cl:1][C:2]1[CH:7]=[C:6]([F:8])[CH:5]=[CH:4][C:3]=1[C:9]1[S:13][C:12]([C:14]([OH:16])=[O:15])=[CH:11][C:10]=1[C:18]1[CH:19]=[CH:20][C:21]([O:24][CH2:25][CH2:26][CH2:27][O:28][CH:29]2[CH2:34][CH2:33][CH2:32][CH2:31][O:30]2)=[CH:22][CH:23]=1 |f:1.2|. Procedure details: 3.1 g of the compound obtained in stage 16F) and then 800 mg of sodium hydroxide pellets are added to 30 ml of methanol and 1 ml of water. The reaction mixture is brought to reflux for 2 hours. It is concentrated to dryness, the residue is taken up in 500 ml of buffer solution at pH 2, extraction is carried out with ether and the extract is dried and concentrated to dryness. 3 g of the expected compound, crystallized from pentane, are obtained. Isolated yield 14.0%. Reactants: BrC1=CN=C2C(C=CNC2=C1)=O (7-bromo-1,5-naphthyridin-4(1H)-one), C(C)#N (acetonitrile), CN(C)C=O (DMF), C(C(=O)Cl)(=O)Cl (Oxalyl chloride), C([O-])(O)=O.[Na+] (sodium bicarbonate). The product is BrC=1C=NC2=C(C=CN=C2C1)Cl (3-bromo-8-chloro-1,5-naphthyridine). Reported procedure: 5-((5-bromopyridin-3-ylamino)methylene)-2,2-dimethyl-1,3-dioxane-4,6-dione. A 350 mL sealed tube was charged with 2,2-dimethyl-1,3-dioxane-4,6-dione (21.6 g, 150.0 mmol) and triethyl orthoformate (150 mL, 150.0 mmol). This was heated to 100° C., and stirred at this temperature for 2 hours. Reaction then cooled to 30° C. and 55-bromopyridin-3-amine (25.95 g, 150.0 mmol) added portion-wise. Reaction vessel resealed and mixture stirred at 100° C. for 3 hours. LC/MS shows completion. Reaction mixtur... Run at temperature 95 celsius, time 16 hour. Reaction SMILES: [Br:1][C:2]1[CH:11]=[C:10]2[C:5]([C:6](=O)[CH:7]=[CH:8][NH:9]2)=[N:4][CH:3]=1.C(#N)C.CN(C=O)C.C(Cl)(=O)C([Cl:24])=O.C(=O)(O)[O-].[Na+]>>[Br:1][C:2]1[CH:3]=[N:4][C:5]2[C:10]([CH:11]=1)=[N:9][CH:8]=[CH:7][C:6]=2[Cl:24] |f:4.5|. Starting materials: diisopropyl ester, C1(=CC=CC=C1)P(C1=CC=CC=C1)C1=CC=CC=C1 (triphenylphosphine), ClC1=C(OCCCO)C(=CC(=C1)OCC=C(Cl)Cl)Cl (3-[2,6-dichloro-4-(3,3-dichloroallyloxy)-phenoxy]-propan-1-ol), C(C)(C)(C)OC(NC1=CC=C(C=C1)O)=O ((4-hydroxy-phenyl)-carbamic acid tert-butyl ester). Run in C1CCOC1 (THF), O1CCCC1 (tetrahydrofuran). Reaction conditions: time 30 minute. The product is C(C)(C)(C)OC(NC1=CC=C(C=C1)OCCCOC1=C(C=C(C=C1Cl)OCC=C(Cl)Cl)Cl)=O ((4-{3-[2,6-Dichloro-4-(3,3-dichloroallyloxy)-phenoxy]-propoxy}-phenyl)-carbamic acid tert-butyl ester). Reaction SMILES: C1(P(C2C=CC=CC=2)C2C=CC=CC=2)C=CC=CC=1.[Cl:20][C:21]1[CH:31]=[C:30]([O:32][CH2:33][CH:34]=[C:35]([Cl:37])[Cl:36])[CH:29]=[C:28]([Cl:38])[C:22]=1[O:23][CH2:24][CH2:25][CH2:26][OH:27].[C:39]([O:43][C:44](=[O:53])[NH:45][C:46]1[CH:51]=[CH:50][C:49](O)=[CH:48][CH:47]=1)([CH3:42])([CH3:41])[CH3:40]>C1COCC1>[C:39]([O:43][C:44](=[O:53])[NH:45][C:46]1[CH:47]=[CH:48][C:49]([O:27][CH2:26][CH2:25][CH2:24][O:23][C:22]2[C:21]([Cl:20])=[CH:31][C:30]([O:32][CH2:33][CH:34]=[C:35]([Cl:37])[Cl:36])=[CH:29][C:28]=2[Cl:38])=[CH:50][CH:51]=1)([CH3:42])([CH3:40])[CH3:41]. Procedure: 1.69 g of azadicarboxylic acid diisopropyl ester are added dropwise at 0–5° C. to a solution of 1.97 g of triphenylphosphine in 60 ml of THF. After 30 minutes at 0–5° C., 2.5 g of 3-[2,6-dichloro-4-(3,3-dichloroallyloxy)-phenoxy]-propan-1-ol and 1.5 g of (4-hydroxy-phenyl)-carbamic acid tert-butyl ester dissolved in 30 ml of tetrahydrofuran are added dropwise. After being stirred for 24 hours at room temperature, the reaction mixture is concentrated and then purified over silica gel. (4-{3-[2,6-... Starting materials: C(N)(OCC(CN)C1=C(C=CC=C1)Cl)=O (3-Amino-2-(2-chlorophenyl)propyl carbamate), ClC1=CC=C(C=C1)C1=NN(C(N1\C=C\C(F)(F)F)=O)CC(=O)O ({3-(4-Chlorophenyl)-5-oxo-4-[(1E)-3,3,3-trifluoroprop-1-en-1-yl]-4,5-dihydro-1H-1,2,4-triazol-1-yl}acetic acid), C(CCl)Cl (EDC), C=1C=CC2=C(C1)N=NN2O (HOBt). The solvent is CN(C)C=O (DMF). Run at time 1 hour. Yields the product C(N)(OCC(CNC(CN1N=C(N(C1=O)\C=C\C(F)(F)F)C1=CC=C(C=C1)Cl)=O)C1=C(C=CC=C1)Cl)=O (2-(2-Chlorophenyl)-3-[({3-(4-chlorophenyl)-5-oxo-4-[(1E)-3,3,3-trifluoroprop-1-en-1-yl]-4,5-dihydro-1H-1,2,4-triazol-1-yl}acetyl)amino]propyl carbamate). Reaction SMILES: [Cl:1][C:2]1[CH:7]=[CH:6][C:5]([C:8]2[N:12](/[CH:13]=[CH:14]/[C:15]([F:18])([F:17])[F:16])[C:11](=[O:19])[N:10]([CH2:20][C:21](O)=[O:22])[N:9]=2)=[CH:4][CH:3]=1.C(Cl)CCl.C1C=CC2N(O)N=NC=2C=1.[C:38](=[O:52])([O:40][CH2:41][CH:42]([C:45]1[CH:50]=[CH:49][CH:48]=[CH:47][C:46]=1[Cl:51])[CH2:43][NH2:44])[NH2:39]>CN(C=O)C>[C:38](=[O:52])([O:40][CH2:41][CH:42]([C:45]1[CH:50]=[CH:49][CH:48]=[CH:47][C:46]=1[Cl:51])[CH2:43][NH:44][C:21](=[O:22])[CH2:20][N:10]1[C:11](=[O:19])[N:12](/[CH:13]=[CH:14]/[C:15]([F:18])([F:17])[F:16])[C:8]([C:5]2[CH:4]=[CH:3][C:2]([Cl:1])=[CH:7][CH:6]=2)=[N:9]1)[NH2:39]. Procedure: A mixture of 47 mg (135 μmol) of the compound of Example 33A, 34 mg (176 μmol) of EDC and 24 mg (176 μmol) of HOBt in 1 ml of DMF was stirred at RT for 1 h, and 34 mg (149 μmol) of the compound of Example 15A were then added. The mixture was stirred at RT for 16 h and then separated directly by preparative HPLC [Method 9] into its components. This gave 28 mg (37% of theory) of the title compound. Reactants: CC([O-])=S, CN(C)C=O, COC(=O)C1(CI)CCOCC1, [K+], O. The product is COC(=O)C1(CSC(C)=O)CCOCC1. Reaction SMILES: [C:13]([CH3:14])(=[S:15])[O-:16].[CH3:18][N:19]([CH3:20])[CH:21]=[O:22].[CH3:1][O:2][C:3](=[O:4])[C:5]1([CH2:11][I:12])[CH2:6][CH2:7][O:8][CH2:9][CH2:10]1.[K+:17].[OH2:23]>>[CH3:1][O:2][C:3](=[O:4])[C:5]1([CH2:11][S:15][C:13]([CH3:14])=[O:16])[CH2:6][CH2:7][O:8][CH2:9][CH2:10]1.